This data is from the Open Reaction Database (ORD), a public repository of structured organic reaction records. The task is: describe an organic reaction: reactants, conditions, products, and yield Starting materials: FC(CO)(C(C(F)(F)F)F)F (2,2,3,4,4,4-hexafluorobutan-1-ol), [OH-].[K+] (potassium hydroxide), FC(C(C(C(F)(F)F)(F)F)(F)F)(S(=O)(=O)F)F (1,1,2,2,3,3,4,4,4-nonafluorobutane-1-sulfonyl fluoride), 3-L. Run in O (water). Reaction conditions: time 16 hour. Product: FC(C(C(C(F)(F)F)(F)F)(F)F)(S(=O)(=O)OCC(C(C(F)(F)F)F)(F)F)F (2,2,3,4,4,4-hexafluorobutyl 1,1,2,2,3,3,4,4,4-nonafluorobutane-1-sulfonate). As a reaction SMILES: [F:1][C:2]([F:11])([CH:5]([F:10])[C:6]([F:9])([F:8])[F:7])[CH2:3][OH:4].[F:12][C:13]([F:28])([S:24](F)(=[O:26])=[O:25])[C:14]([F:23])([F:22])[C:15]([F:21])([F:20])[C:16]([F:19])([F:18])[F:17].[OH-].[K+]>O>[F:28][C:13]([F:12])([S:24]([O:4][CH2:3][C:2]([F:11])([F:1])[CH:5]([F:10])[C:6]([F:9])([F:7])[F:8])(=[O:26])=[O:25])[C:14]([F:22])([F:23])[C:15]([F:21])([F:20])[C:16]([F:19])([F:18])[F:17] |f:2.3|. Reported procedure: 2,2,3,4,4,4-hexafluorobutan-1-ol (202 g, 1.1 mol, obtained from Sinochem Corp., Beijing, China), 1,1,2,2,3,3,4,4,4-nonafluorobutane-1-sulfonyl fluoride (332 g, 1.1 mol, obtained from 3M Company of Saint Paul, Minn.) and water (300 g) were combined in a 3-L, 3-necked round bottom flask. The flask was equipped with a magnetic stirrer, cold water condenser, thermocouple and a 250-mL addition funnel. Aqueous potassium hydroxide (149.3 g, 45 weight percent, 1.22 equivalents) was added dropwise via an... The reactants are BrCc1ccccc1, CCCCC, O=C(Nc1ccc(N2CCNCC2)c(Cl)c1)c1ccccn1, [K+], [K+], O=C([O-])[O-]. Yields the product O=C(Nc1ccc(N2CCN(Cc3ccccc3)CC2)c(Cl)c1)c1ccccn1. Reaction SMILES: [Br:1][CH2:2][c:3]1[cH:4][cH:5][cH:6][cH:7][cH:8]1.[CH3:37][CH2:38][CH2:39][CH2:40][CH3:41].[Cl:9][c:10]1[cH:11][c:12]([NH:22][C:23]([c:24]2[n:25][cH:26][cH:27][cH:28][cH:29]2)=[O:30])[cH:13][cH:14][c:15]1[N:16]1[CH2:17][CH2:18][NH:19][CH2:20][CH2:21]1.[K+:31].[K+:32].[O-:33][C:34]([O-:35])=[O:36]>>[CH2:2]([c:3]1[cH:4][cH:5][cH:6][cH:7][cH:8]1)[N:19]1[CH2:18][CH2:17][N:16]([c:15]2[c:10]([Cl:9])[cH:11][c:12]([NH:22][C:23]([c:24]3[n:25][cH:26][cH:27][cH:28][cH:29]3)=[O:30])[cH:13][cH:14]2)[CH2:21][CH2:20]1. Starting materials: [BH4-], COc1ccccc1COCCCOc1ccc(C2CCN(C(=O)OC(C)(C)C)CC2OCc2ccc(Br)c([N+](=O)[O-])c2)cc1, [Na+], Cl[Ni]Cl, O, O, O, O, O, O, c1ccccc1. Product: COc1ccccc1COCCCOc1ccc(C2CCN(C(=O)OC(C)(C)C)CC2OCc2ccc(Br)c(N)c2)cc1. As a reaction SMILES: [BH4-:46].[Br:1][c:2]1[c:3]([N+:43]([O-:44])=[O:45])[cH:4][c:5]([CH2:6][O:7][CH:8]2[CH2:9][N:10]([C:34](=[O:35])[O:36][C:37]([CH3:38])([CH3:39])[CH3:40])[CH2:11][CH2:12][CH:13]2[c:14]2[cH:15][cH:16][c:17]([O:20][CH2:21][CH2:22][CH2:23][O:24][CH2:25][c:26]3[c:27]([O:32][CH3:33])[cH:28][cH:29][cH:30][cH:31]3)[cH:18][cH:19]2)[cH:41][cH:42]1.[Na+:47].[Ni:60]([Cl:61])[Cl:62].[OH2:54].[OH2:55].[OH2:56].[OH2:57].[OH2:58].[OH2:59].[cH:48]1[cH:49][cH:50][cH:51][cH:52][cH:53]1>>[Br:1][c:2]1[c:3]([NH2:43])[cH:4][c:5]([CH2:6][O:7][CH:8]2[CH2:9][N:10]([C:34](=[O:35])[O:36][C:37]([CH3:38])([CH3:39])[CH3:40])[CH2:11][CH2:12][CH:13]2[c:14]2[cH:15][cH:16][c:17]([O:20][CH2:21][CH2:22][CH2:23][O:24][CH2:25][c:26]3[c:27]([O:32][CH3:33])[cH:28][cH:29][cH:30][cH:31]3)[cH:18][cH:19]2)[cH:41][cH:42]1. Reactants: C1COCCO1, CC(C)(C)[O-], CCOC(C)=O, CN1CCCN(c2nc(Cl)nc3ccccc23)CC1, Cl, NC1CCN(C(=O)Cc2ccc(OC(F)(F)F)cc2)C1, [Na+], O=C(C=Cc1ccccc1)C=Cc1ccccc1, O=C(C=Cc1ccccc1)C=Cc1ccccc1, O=C(C=Cc1ccccc1)C=Cc1ccccc1, O, [Pd], [Pd]. Yields the product CN1CCCN(c2nc(NC3CCN(C(=O)Cc4ccc(OC(F)(F)F)cc4)C3)nc3ccccc23)CC1. As a reaction SMILES: [CH2:41]1[O:42][CH2:43][CH2:44][O:45][CH2:46]1.[CH3:47][C:48]([CH3:49])([O-:50])[CH3:51].[CH3:53][CH2:54][O:55][C:56](=[O:57])[CH3:58].[Cl:1][c:2]1[n:3][c:4]2[cH:5][cH:6][cH:7][cH:8][c:9]2[c:10]([N:12]2[CH2:13][CH2:14][N:15]([CH3:19])[CH2:16][CH2:17][CH2:18]2)[n:11]1.[ClH:20].[NH2:21][CH:22]1[CH2:23][N:24]([C:27]([CH2:28][c:29]2[cH:30][cH:31][c:32]([O:35][C:36]([F:37])([F:38])[F:39])[cH:33][cH:34]2)=[O:40])[CH2:25][CH2:26]1.[Na+:52].[O:62]=[C:63]([CH:64]=[CH:65][c:66]1[cH:67][cH:68][cH:69][cH:70][cH:71]1)[CH:72]=[CH:73][c:74]1[cH:75][cH:76][cH:77][cH:78][cH:79]1.[O:80]=[C:81]([CH:82]=[CH:83][c:84]1[cH:85][cH:86][cH:87][cH:88][cH:89]1)[CH:90]=[CH:91][c:92]1[cH:93][cH:94][cH:95][cH:96][cH:97]1.[O:98]=[C:99]([CH:100]=[CH:101][c:102]1[cH:103][cH:104][cH:105][cH:106][cH:107]1)[CH:108]=[CH:109][c:110]1[cH:111][cH:112][cH:113][cH:114][cH:115]1.[OH2:59].[Pd:60].[Pd:61]>>[c:2]1([NH:21][CH:22]2[CH2:23][N:24]([C:27]([CH2:28][c:29]3[cH:30][cH:31][c:32]([O:35][C:36]([F:37])([F:38])[F:39])[cH:33][cH:34]3)=[O:40])[CH2:25][CH2:26]2)[n:3][c:4]2[cH:5][cH:6][cH:7][cH:8][c:9]2[c:10]([N:12]2[CH2:13][CH2:14][N:15]([CH3:19])[CH2:16][CH2:17][CH2:18]2)[n:11]1.